From a dataset of the Open Reaction Database (ORD), a public repository of structured organic reaction records. describe an organic reaction: reactants, conditions, products, and yield Reactants: BrCC(C(C1=C(C(=CC(=C1)F)F)OC)NC1=C2C=CC(=NC2=CC=C1)C)(O)C(F)(F)F (α-Bromomethyl-3,5-difluoro-2-methoxy-β-[(2-methylquinolin-5-yl)amino]-α-(trifluoromethyl)-benzeneethanol), C(C)S (ethanthiol), C([O-])([O-])=O.[Cs+].[Cs+] (Caesium carbonate). Run in CN(C)C=O (DMF). Yields the product FC=1C(=C(C=C(C1)F)C(C(O)(C(F)(F)F)CSCC)NC1=C2C=CC(=NC2=CC=C1)C)OC (3,5-Difluoro-α-[(ethylsulfanyl)methyl]-2-methoxy-β-[(2-methylquinolin-5-yl)amino]-α-(trifluoromethyl)benzeneethanol). As a reaction SMILES: Br[CH2:2][C:3]([C:28]([F:31])([F:30])[F:29])([OH:27])[CH:4]([NH:15][C:16]1[CH:25]=[CH:24][CH:23]=[C:22]2[C:17]=1[CH:18]=[CH:19][C:20]([CH3:26])=[N:21]2)[C:5]1[CH:10]=[C:9]([F:11])[CH:8]=[C:7]([F:12])[C:6]=1[O:13][CH3:14].[CH2:32]([SH:34])[CH3:33].C(=O)([O-])[O-].[Cs+].[Cs+]>CN(C=O)C>[F:12][C:7]1[C:6]([O:13][CH3:14])=[C:5]([CH:4]([NH:15][C:16]2[CH:25]=[CH:24][CH:23]=[C:22]3[C:17]=2[CH:18]=[CH:19][C:20]([CH3:26])=[N:21]3)[C:3]([CH2:2][S:34][CH2:32][CH3:33])([C:28]([F:31])([F:30])[F:29])[OH:27])[CH:10]=[C:9]([F:11])[CH:8]=1 |f:2.3.4|. Reported procedure: Analogously to example 45 100 mg (0.24 mmol) {[3,5-difluoro-2-methoxyphenyl][2-(trifluoromethyl)oxiranyl]methyl}-2-methylquinolin-5-amine (example 14) are reacted with 0.25 ml of the 1 M ethanthiol solution under the presence of 148 mg Caesium carbonate in DMF. The typical work up after 2 hours yields 49 mg of the title compound after preparative thin layer chromatography on silica gel (acetone in hexane 50%). The reactants are CC1=C(N=C(S1)NC(=O)C=1C=CC(=NC1)N1CCC(CC1)C1=CC(=CC=C1)C(F)(F)F)C1=CC=CC=C1 (4-(3-trifluoromethyl-phenyl)-3,4,5,6-tetrahydro-2H-[1,2′]bipyridinyl-5′-carboxylic acid (5-methyl-4-phenyl-thiazol-2-yl)-amide), CN(C(O)=O)C1CCN(CC1)C1=NC=C(C=C1)C(NC=1SC(=C(N1)C1=CC=CC=C1)C)=O (methyl-[5′-(5-methyl-4-phenyl-thiazol-2-ylcarbamoyl)-3,4,5,6-tetrahydro-2H-[1,2′]bipyridinyl-4-yl]-carbamic acid), butyl ester, ClC1=NC=C(C(=O)NC=2SC(=C(N2)C2=CC=CC=C2)C)C=C1 (6-chloro-N-(5-methyl-4-phenyl-thiazol-2-yl)-nicotinamide), C(C)(C)(C)OC(N(C1CCNCC1)C)=O (methyl-piperidin-4-yl-carbamic acid tert-butyl ester). Yields the product C(C)(C)(C)OC(N(C1CCN(CC1)C1=NC=C(C=C1)C(NC=1SC(=C(N1)C1=CC=CC=C1)C)=O)C)=O (methyl-[5′-(5-methyl-4-phenyl-thiazol-2-ylcarbamoyl)-3,4,5,6-tetrahydro-2H-[1,2′]bipyridinyl-4-yl]-carbamic acid tert-butyl ester). As a reaction SMILES: [CH3:1][C:2]1[S:6][C:5]([NH:7][C:8]([C:10]2[CH:11]=[CH:12][C:13]([N:16]3[CH2:21][CH2:20][CH:19](C4C=CC=C(C(F)(F)F)C=4)[CH2:18][CH2:17]3)=[N:14][CH:15]=2)=[O:9])=[N:4][C:3]=1[C:32]1[CH:37]=[CH:36][CH:35]=[CH:34][CH:33]=1.CN(C1CCN(C2C=CC(C(=O)NC3SC(C)=C(C4C=CC=CC=4)N=3)=CN=2)CC1)C(=O)O.ClC1C=CC(C(NC2SC(C)=C(C3C=CC=CC=3)N=2)=O)=CN=1.[C:92]([O:96][C:97](=[O:106])[N:98](C)[CH:99]1CCNCC1)([CH3:95])([CH3:94])[CH3:93]>>[C:92]([O:96][C:97](=[O:106])[N:98]([CH3:99])[CH:19]1[CH2:18][CH2:17][N:16]([C:13]2[CH:12]=[CH:11][C:10]([C:8](=[O:9])[NH:7][C:5]3[S:6][C:2]([CH3:1])=[C:3]([C:32]4[CH:37]=[CH:36][CH:35]=[CH:34][CH:33]=4)[N:4]=3)=[CH:15][N:14]=2)[CH2:21][CH2:20]1)([CH3:95])([CH3:94])[CH3:93]. Procedure details: With a method similar to that used for the preparation of 4-(3-trifluoromethyl-phenyl)-3,4,5,6-tetrahydro-2H-[1,2′]bipyridinyl-5′-carboxylic acid (5-methyl-4-phenyl-thiazol-2-yl)-amide, methyl-[5′-(5-methyl-4-phenyl-thiazol-2-ylcarbamoyl)-3,4,5,6-tetrahydro-2H-[1,2′]bipyridinyl-4-yl]-carbamic acid tent-butyl ester was prepared from 6-chloro-N-(5-methyl-4-phenyl-thiazol-2-yl)-nicotinamide and methyl-piperidin-4-yl-carbamic acid tert-butyl ester. LCMS calcd for C27H33N5O3S (m/e) 507, obsd 508 (M+H... Starting materials: C1=CC=C(C=C1)CNC(C(C(=O)O)NCC2=CC=CC=C2)C(=O)O (Meso-2,3-bis(benzylamino)succinic acid), O (Water). The reagents and catalysts are [Pd] (palladium on charcoal). The solvent is C(C)(=O)O (acetic acid), Cl (hydrochloric acid). The product is C(C(C(=O)O)N)(C(=O)O)N (meso-2,3-Diaminosuccinic acid). RXN SMILES: C1C=CC(C[NH:8][CH:9]([C:22]([OH:24])=[O:23])[CH:10]([NH:14]CC2C=CC=CC=2)[C:11]([OH:13])=[O:12])=CC=1.O>C(O)(=O)C.Cl.[Pd]>[CH:9]([NH2:8])([C:22]([OH:24])=[O:23])[CH:10]([NH2:14])[C:11]([OH:13])=[O:12]. Procedure details: Meso-2,3-bis(benzylamino)succinic acid (9.5 g, 0.029 mol) was dissolved in a mixture of glacial acetic acid (50 ml) and concentrated hydrochloric acid (50 ml). Hydrogenolysis was effected at ambient temperature with 10% palladium on charcoal (1.0 g) as catalyst. The reaction was run until NMR showed that unreacted starting material was no longer present. Water (100 ml) was added and the catalyst was removed by filtration. The filtrate was concentrated (rotavapor) and the residue was dissolved in...